Task: describe an organic reaction: reactants, conditions, products, and yield. Dataset: the Open Reaction Database (ORD), a public repository of structured organic reaction records The reactants are C(C1=CC=CC=C1)OC1=C(C=CC(=C1)SC1=CC(=CC(=C1)F)C1(CCOCC1)OC)C(C)=O (2'-benzyloxy-4'-[5-fluoro-3-(4-methoxytetrahydropyran-4-yl)phenylthio]acetophenone), Cl.NO (hydroxylamine hydrochloride). The product is C(C1=CC=CC=C1)OC1=C(C=CC(=C1)SC1=CC(=CC(=C1)F)C1(CCOCC1)OC)/C(/C)=N/O ((E)-2'-benzyloxy-4'-[5-fluoro-3-(4-methoxytetrahydropyran-4-yl)phenylthio]acetophenone oxime). The yield is 47.0%. Reaction SMILES: [CH2:1]([O:8][C:9]1[CH:14]=[C:13]([S:15][C:16]2[CH:21]=[C:20]([F:22])[CH:19]=[C:18]([C:23]3([O:29][CH3:30])[CH2:28][CH2:27][O:26][CH2:25][CH2:24]3)[CH:17]=2)[CH:12]=[CH:11][C:10]=1[C:31](=O)[CH3:32])[C:2]1[CH:7]=[CH:6][CH:5]=[CH:4][CH:3]=1.Cl.[NH2:35][OH:36]>>[CH2:1]([O:8][C:9]1[CH:14]=[C:13]([S:15][C:16]2[CH:21]=[C:20]([F:22])[CH:19]=[C:18]([C:23]3([O:29][CH3:30])[CH2:28][CH2:27][O:26][CH2:25][CH2:24]3)[CH:17]=2)[CH:12]=[CH:11][C:10]=1/[C:31](=[N:35]/[OH:36])/[CH3:32])[C:2]1[CH:7]=[CH:6][CH:5]=[CH:4][CH:3]=1 |f:1.2|. Procedure: Using an analogous procedure to that described in Example 7, 2'-benzyloxy-4'-[5-fluoro-3-(4-methoxytetrahydropyran-4-yl)phenylthio]acetophenone was reacted with hydroxylamine hydrochloride to give (E)-2'-benzyloxy-4'-[5-fluoro-3-(4-methoxytetrahydropyran-4-yl)phenylthio]acetophenone oxime in 47% yield, m.p. 130°-131° C.;